This data is from the Open Reaction Database (ORD), a public repository of structured organic reaction records. The task is: describe an organic reaction: reactants, conditions, products, and yield Reactants: C(C(=C)C)(=O)OC.C(C(=C)C)(=O)OCCO (methyl methacrylate 2-hydroxyethyl methacrylate). The solvent is C(C)(C)O (isopropyl alcohol). Product: C(C(=C)C)(=O)OC (methyl methacrylate), C(C(=C)C)(=O)OCCO (2-hydroxyethyl methacrylate). RXN SMILES: [C:1]([O:6][CH3:7])(=[O:5])[C:2]([CH3:4])=[CH2:3].[C:8]([O:13][CH2:14][CH2:15][OH:16])(=[O:12])[C:9]([CH3:11])=[CH2:10]>C(O)(C)C>[C:1]([O:6][CH3:7])(=[O:5])[C:2]([CH3:4])=[CH2:3].[C:8]([O:13][CH2:14][CH2:15][OH:16])(=[O:12])[C:9]([CH3:11])=[CH2:10] |f:0.1|. Reported procedure: As a component A, methyl methacrylate-2-hydroxyethyl methacrylate copolymer having a molecular weight of about 100,000 was obtained by polymerizing 8.0 g of methyl methacrylate and 2.0 g of 2-hydroxyethyl methacrylate in isopropyl alcohol by using AIBN (azobisisobutyronitrile) as an initiator. Reactants: COC(=O)C1OC2=C(NC1)C=C(C=C2)CC2=C(C=CC(=C2)[C@@H]2O[C@@H]([C@H]([C@@H]([C@H]2O)O)O)CO)Cl (6-[2-chloro-5-((2S,3R,4R,5S,6R)-3,4,5-trihydroxy-6-hydroxymethyl-tetrahydro-pyran-2-yl)-benzyl]-3,4-dihydro-2H-benzo[1,4]oxazine-2-carboxylic acid methyl ester), [OH-].[Li+] (lithium hydroxide). Solvent: C1CCOC1.CO.O (THF Methanol water). Reaction conditions: time 8 hour. The product is ClC1=C(CC=2C=CC3=C(NCC(O3)C(=O)O)C2)C=C(C=C1)[C@@H]1O[C@@H]([C@H]([C@@H]([C@H]1O)O)O)CO (6-[2-chloro-5-((2S,3R,4R,5S,6R)-3,4,5-trihydroxy-6-hydroxymethyl-tetrahydro-pyran-2-yl)-benzyl]-3,4-dihydro-2H-benzo[1,4]oxazine-2-carboxylic acid). Isolated yield 12.5%. Reaction SMILES: C[O:2][C:3]([CH:5]1[CH2:10][NH:9][C:8]2[CH:11]=[C:12]([CH2:15][C:16]3[CH:21]=[C:20]([C@H:22]4[C@H:27]([OH:28])[C@@H:26]([OH:29])[C@H:25]([OH:30])[C@@H:24]([CH2:31][OH:32])[O:23]4)[CH:19]=[CH:18][C:17]=3[Cl:33])[CH:13]=[CH:14][C:7]=2[O:6]1)=[O:4].[OH-].[Li+]>C1COCC1.CO.O>[Cl:33][C:17]1[CH:18]=[CH:19][C:20]([C@H:22]2[C@H:27]([OH:28])[C@@H:26]([OH:29])[C@H:25]([OH:30])[C@@H:24]([CH2:31][OH:32])[O:23]2)=[CH:21][C:16]=1[CH2:15][C:12]1[CH:13]=[CH:14][C:7]2[O:6][CH:5]([C:3]([OH:4])=[O:2])[CH2:10][NH:9][C:8]=2[CH:11]=1 |f:1.2,3.4.5|. Procedure details: To a stirred solution of 6-[2-chloro-5-((2S,3R,4R,5S,6R)-3,4,5-trihydroxy-6-hydroxymethyl-tetrahydro-pyran-2-yl)-benzyl]-3,4-dihydro-2H-benzo[1,4]oxazine-2-carboxylic acid methyl ester (190 mg) in THF: Methanol:water (1:1:1 mixture, 1.5 mL) was added lithium hydroxide (17 mg). After stirring at room temperature overnight, the reaction mixture was concentrated, and the resulting residue was taken up in 50% methanol in ethyl acetate. The solution was filtered through a celite bed, and the filtrate... Starting materials: NC1=CC=C(C(=C1CCO)N1CCN(CC1)C)OC (2-[6-amino-3-methoxy-2-(4-methylpiperazin-1-yl)phenyl]ethanol), ClC1=CC2=C(SC(=C2C)S(=O)(=O)Cl)C=C1 (5-chloro-3-methylbenzo[b]thiophene-2-sulfonyl chloride). Yields the product OCCC1=C(C=CC(=C1N1CCN(CC1)C)OC)NS(=O)(=O)C1=C(C2=C(S1)C=CC(=C2)Cl)C (5-Chloro-3-methylbenzo[b]thiophene-2-sulfonic Acid[2-(2-Hydroxyethyl)-4-methoxy-3-(4-methylpiperazin-1-yl)phenyl]amide). RXN SMILES: [NH2:1][C:2]1[C:7]([CH2:8][CH2:9][OH:10])=[C:6]([N:11]2[CH2:16][CH2:15][N:14]([CH3:17])[CH2:13][CH2:12]2)[C:5]([O:18][CH3:19])=[CH:4][CH:3]=1.[Cl:20][C:21]1[CH:34]=[CH:33][C:24]2[S:25][C:26]([S:29](Cl)(=[O:31])=[O:30])=[C:27]([CH3:28])[C:23]=2[CH:22]=1>>[OH:10][CH2:9][CH2:8][C:7]1[C:6]([N:11]2[CH2:12][CH2:13][N:14]([CH3:17])[CH2:15][CH2:16]2)=[C:5]([O:18][CH3:19])[CH:4]=[CH:3][C:2]=1[NH:1][S:29]([C:26]1[S:25][C:24]2[CH:33]=[CH:34][C:21]([Cl:20])=[CH:22][C:23]=2[C:27]=1[CH3:28])(=[O:31])=[O:30]. Procedure: The title compound (E126) was prepared from 2-[6-amino-3-methoxy-2-(4-methylpiperazin-1-yl)phenyl]ethanol (D32) (74 mg, 0.28 mmol) and 5-chloro-3-methylbenzo[b]thiophene-2-sulfonyl chloride (78 mg, 0.28 mmol) using the method of Example 1 (18 mg, 13%). MH+=510. The reactants are ClCCC=1N=NC2=C(C=CC=C2C1Cl)C (3-(2-Chloroethyl)-4-chloro-8-methylcinnoline), Cl.OC1=CC(=C(N)C=C1)C (4-hydroxy-2-methylaniline hydrochloride). The solvent is C(C)(C)O (isopropanol). The product is Cl.OC1=CC(=C(C=C1)N1CCC=2N=NC=3C(=CC=CC3C21)C)C (1-(4-Hydroxy-2-methylphenyl)-6-methyl-2,3-dihydropyrrolo-[3,2-c]cinnoline hydrochloride), hydrate. As a reaction SMILES: [Cl:1][CH2:2][CH2:3][C:4]1[N:5]=[N:6][C:7]2[C:12]([C:13]=1Cl)=[CH:11][CH:10]=[CH:9][C:8]=2[CH3:15].Cl.[OH:17][C:18]1[CH:24]=[CH:23][C:21]([NH2:22])=[C:20]([CH3:25])[CH:19]=1>C(O)(C)C>[ClH:1].[OH:17][C:18]1[CH:24]=[CH:23][C:21]([N:22]2[C:13]3[C:12]4[CH:11]=[CH:10][CH:9]=[C:8]([CH3:15])[C:7]=4[N:6]=[N:5][C:4]=3[CH2:3][CH2:2]2)=[C:20]([CH3:25])[CH:19]=1 |f:1.2,4.5|. Procedure: 3-(2-Chloroethyl)-4-chloro-8-methylcinnoline (2 g, 0.0083 mol) and 4-hydroxy-2-methylaniline hydrochloride (1.32 g, 0.0083 mol) in isopropanol (50 ml) were heated under reflux in a nitrogen atmosphere for 20 hours. The solid obtained was collected by filtration and dried. Recrystallization from isopropanol/ethanolic HCl gave the title compound as a partial hydrate, 0.64 g, m.p. 292-294°. Starting materials: Cc1ccc(C)cc1, CS(C)=O, N#Cc1ccccc1Cl, Cl[Pd]Cl, [F-], [K+], O, OCCOCCO, Cc1ccc(B(O)O)cc1. Product: Cc1ccc(-c2ccccc2C#N)cc1. Reaction SMILES: [CH3:22][c:23]1[cH:24][cH:25][c:26]([CH3:27])[cH:28][cH:29]1.[CH3:38][S:39]([CH3:40])=[O:41].[Cl:1][c:2]1[c:3]([C:4]#[N:5])[cH:6][cH:7][cH:8][cH:9]1.[Cl:42][Pd:43][Cl:44].[F-:20].[K+:21].[OH2:37].[OH:30][CH2:31][CH2:32][O:33][CH2:34][CH2:35][OH:36].[c:10]1([CH3:19])[cH:11][cH:12][c:13]([B:16]([OH:17])[OH:18])[cH:14][cH:15]1>>[c:2]1(-[c:13]2[cH:12][cH:11][c:10]([CH3:19])[cH:15][cH:14]2)[c:3]([C:4]#[N:5])[cH:6][cH:7][cH:8][cH:9]1. Reactants: C(CC(=O)OCC)(=O)OCC (diethyl malonate), [H-].[Na+] (sodium hydride), Cl (HCl), C(C)OC(C(F)(F)F)NC1=CC=CC=C1 (N-(1-Ethoxy-2,2,2-trifluoroethyl)benzenamine). Solvent: O1CCCC1 (tetrahydrofuran), O1CCCC1 (tetrahydrofuran). The product is FC(C(NC1=CC=CC=C1)C(C(=O)OCC)C(=O)OCC)(F)F (Diethyl 2-(2,2,2-trifluoro-1-(phenylamino)ethyl)malonate). Isolated yield 54.5%. Reaction SMILES: [C:1]([O:9][CH2:10][CH3:11])(=[O:8])[CH2:2][C:3]([O:5][CH2:6][CH3:7])=[O:4].[H-].[Na+].C(O[CH:17]([NH:22][C:23]1[CH:28]=[CH:27][CH:26]=[CH:25][CH:24]=1)[C:18]([F:21])([F:20])[F:19])C.Cl>O1CCCC1>[F:19][C:18]([F:20])([F:21])[CH:17]([CH:2]([C:3]([O:5][CH2:6][CH3:7])=[O:4])[C:1]([O:9][CH2:10][CH3:11])=[O:8])[NH:22][C:23]1[CH:28]=[CH:27][CH:26]=[CH:25][CH:24]=1 |f:1.2|. Procedure: A solution of diethyl malonate (1.98 mL, 13.0 mmol) in anhydrous tetrahydrofuran (10 mL) was added dropwise, over 20 min, into a dispersion of sodium hydride (60% in oil, 0.52 g, 13.0 mmol) in dry tetrahydrofuran (30 mL) at 0° C., after which compound 325 (2.6 g, 11.9 mmol) was added and the mixture was stirred vigorously at reflux for 16 h. The reaction mixture was cooled, acidified to pH 3 using a 1N HCl solution. The aqueous layer was extracted twice with EtOAc. The extracts were combined, dr...